From a dataset of the Open Reaction Database (ORD), a public repository of structured organic reaction records. describe an organic reaction: reactants, conditions, products, and yield Yields the product C1[C@H](C[C@@H]2CCCC3=CC=CC1=C23)CC#N (cis-2,3,3a,4,5,6-Hexahydro-2-1H-phenaleneacetonitrile). Reported procedure: A solution of 1.6 g cis-2-bromomethyl-2,3,3a,4,5,6-hexahydro-1H-phenalene 13 and 330 mg NaCN in 7 ml DMSO (dimethylsulphoxide) was heated at 80°-85° C. for 4 hours. The reaction mixture was then poured into 50 ml water and the product extracted with ether. The organic layer was washed with water, dried and evaporated. This yielded 1.2 g of the nitrile 14. Reactants: BrC[C@@H]1CC=2C=CC=C3CCC[C@@H](C1)C23 (cis-2-bromomethyl-2,3,3a,4,5,6-hexahydro-1H-phenalene), [C-]#N.[Na+] (NaCN), O (water). Reaction SMILES: Br[CH2:2][C@H:3]1[CH2:14][C@H:13]2[C:15]3[C:9]([CH2:10][CH2:11][CH2:12]2)=[CH:8][CH:7]=[CH:6][C:5]=3[CH2:4]1.[C-:16]#[N:17].[Na+].O>CS(C)=O>[CH2:4]1[C:5]2=[C:15]3[C:9](=[CH:8][CH:7]=[CH:6]2)[CH2:10][CH2:11][CH2:12][C@H:13]3[CH2:14][C@@H:3]1[CH2:2][C:16]#[N:17] |f:1.2|. The solvent is CS(=O)C (DMSO).